Task: describe an organic reaction: reactants, conditions, products, and yield. Dataset: the Open Reaction Database (ORD), a public repository of structured organic reaction records Reactants: CN1C(N(C(C=2C1=CN(C2B(O)O)COCC[Si](C)(C)C)=O)C)=O (1,3-Dimethyl-2,4-dioxo-6-((2-(trimethylsilyl)ethoxy)methyl)-2,3,4,6-tetrahydro-1H-pyrrolo[3,4-d]pyrimidin-5-ylboronic acid), BrC=1C=C(C#N)C=CC1 (3-bromobenzonitrile), Pd-118, C([O-])([O-])=O.[K+].[K+] (potassium carbonate). Solvent: C(C)(=O)OCCCC (n-butyl acetate), O (water), O (water). Run at temperature 80 celsius. Yields the product CN1C(N(C(C=2C1=CN(C2C=2C=C(C#N)C=CC2)COCC[Si](C)(C)C)=O)C)=O (3-(1,3-Dimethyl-2,4-dioxo-6-((2-(trimethylsilyl)ethoxy)methyl)-2,3,4,6-tetrahydro-1H-pyrrolo[3,4-d]pyrimidin-5-yl)benzonitrile). RXN SMILES: [CH3:1][N:2]1[C:7]2=[CH:8][N:9]([CH2:14][O:15][CH2:16][CH2:17][Si:18]([CH3:21])([CH3:20])[CH3:19])[C:10](B(O)O)=[C:6]2[C:5](=[O:22])[N:4]([CH3:23])[C:3]1=[O:24].Br[C:26]1[CH:27]=[C:28]([CH:31]=[CH:32][CH:33]=1)[C:29]#[N:30].C(=O)([O-])[O-].[K+].[K+]>C(OCCCC)(=O)C.O>[CH3:1][N:2]1[C:7]2=[CH:8][N:9]([CH2:14][O:15][CH2:16][CH2:17][Si:18]([CH3:21])([CH3:20])[CH3:19])[C:10]([C:26]3[CH:27]=[C:28]([CH:31]=[CH:32][CH:33]=3)[C:29]#[N:30])=[C:6]2[C:5](=[O:22])[N:4]([CH3:23])[C:3]1=[O:24] |f:2.3.4|. Procedure details: A mixture of 1,3-dimethyl-2,4-dioxo-6-((2-(trimethylsilyl)ethoxy)methyl)-2,3,4,6-tetrahydro-1H-pyrrolo[3,4-d]pyrimidin-5-ylboronic acid (step 2) (2.0 g, 5.7 mmol), 3-bromobenzonitrile (937 mg, 5.2 mmol), Pd-118 (168 mg, 0.26 mmol) and potassium carbonate (1.42 g, 10.3 mmol) in n-butyl acetate (40 mL) was heated to 80° C., then water (2.23 mL, 124.0 mmol) was added and the mixture was heated at 80° C. for 90 minutes. The reaction mixture was diluted with water (100 mL), the layers were separated ... Reactants: ON(C(=O)C=1C=NC2=CC(=CC=C2C1O)OC)C1=CC=CC=C1 (N,4-dihydroxy-7-methoxy-N-phenyl-3-quinoline carboxamide). The solvent is O (water). The product is COC=1C=CC=2C3=C(C=NC2C1)C(N(O3)C3=CC=CC=C3)=O (7-methoxy-2-phenylisoxazolo(4,5-c)quinolin-3-(2H)-one). Isolated yield 20.2%. As a reaction SMILES: O[N:2]([C:18]1[CH:23]=[CH:22][CH:21]=[CH:20][CH:19]=1)[C:3]([C:5]1[CH:6]=[N:7][C:8]2[C:13]([C:14]=1[OH:15])=[CH:12][CH:11]=[C:10]([O:16][CH3:17])[CH:9]=2)=[O:4]>O>[CH3:17][O:16][C:10]1[CH:11]=[CH:12][C:13]2[C:14]3[O:15][N:2]([C:18]4[CH:23]=[CH:22][CH:21]=[CH:20][CH:19]=4)[C:3](=[O:4])[C:5]=3[CH:6]=[N:7][C:8]=2[CH:9]=1. Procedure details: Using the procedure of Step B of Example 2, 3.68 g of N,4-dihydroxy-7-methoxy-N-phenyl-3-quinoline carboxamide were reacted and after 18 hours at ambient temperature, the reaction mixture was poured into water and the products which crystallized were extracted with dichloromethane. The organic phase was washed with water and the solvent was eliminated. The residue was chromatographed on silica and eluted with a mixture of methylene chloride-ethyl acetate (9-1) to obtain 0.7 g of 7-methoxy-2-phen... Starting materials: Cl.C1(CC1)COC1=C(C=C(C(=C1)OC)F)C=1C2=C(N=CN1)C(=C(N2)C)C(=O)NC2CCNCC2 (4-[2-(cyclopropylmethoxy)-5-fluoro-4-methoxyphenyl]-6-methyl-N-piperidin-4-yl-5H-pyrrolo[3,2-d]pyrimidine-7-carboxamide hydrochloride), C(CC)(=O)Cl (propionyl chloride). Yields the product C1(CC1)COC1=C(C=C(C(=C1)OC)F)C=1C2=C(N=CN1)C(=C(N2)C)C(=O)NC2CCN(CC2)C(CC)=O (4-[2-(Cyclopropylmethoxy)-5-fluoro-4-methoxyphenyl]-6-methyl-N-(1-propionylpiperidin-4-yl)-5H-pyrrolo[3,2-d]pyrimidine-7-carboxamide). RXN SMILES: Cl.[CH:2]1([CH2:5][O:6][C:7]2[CH:12]=[C:11]([O:13][CH3:14])[C:10]([F:15])=[CH:9][C:8]=2[C:16]2[C:17]3[NH:24][C:23]([CH3:25])=[C:22]([C:26]([NH:28][CH:29]4[CH2:34][CH2:33][NH:32][CH2:31][CH2:30]4)=[O:27])[C:18]=3[N:19]=[CH:20][N:21]=2)[CH2:4][CH2:3]1.[C:35](Cl)(=[O:38])[CH2:36][CH3:37]>>[CH:2]1([CH2:5][O:6][C:7]2[CH:12]=[C:11]([O:13][CH3:14])[C:10]([F:15])=[CH:9][C:8]=2[C:16]2[C:17]3[NH:24][C:23]([CH3:25])=[C:22]([C:26]([NH:28][CH:29]4[CH2:30][CH2:31][N:32]([C:35](=[O:38])[CH2:36][CH3:37])[CH2:33][CH2:34]4)=[O:27])[C:18]=3[N:19]=[CH:20][N:21]=2)[CH2:4][CH2:3]1 |f:0.1|. Procedure: Starting from 4-[2-(cyclopropylmethoxy)-5-fluoro-4-methoxyphenyl]-6-methyl-N-piperidin-4-yl-5H-pyrrolo[3,2-d]pyrimidine-7-carboxamide hydrochloride (example D.f44) and commercially available propionyl chloride the title compound is obtained as colorless solid. Starting materials: BrC=1C=C(C=CC1)C1CC(=NN1C1=C(C=CC=C1)Cl)C(C(F)(F)F)(F)F (5-(3-Bromo-phenyl)-1-(2-chloro-phenyl)-3-pentafluoroethyl-4,5-dihydro-1H-pyrazole), FC(C=1C=C(C=CC1)B(O)O)(F)F (3-(trifluoromethyl)phenylboronic acid), C([O-])([O-])=O.[Na+].[Na+] (sodium carbonate). Reagents/catalysts: C=1C=CC(=CC1)[P](C=2C=CC=CC2)(C=3C=CC=CC3)[Pd]([P](C=4C=CC=CC4)(C=5C=CC=CC5)C=6C=CC=CC6)([P](C=7C=CC=CC7)(C=8C=CC=CC8)C=9C=CC=CC9)[P](C=1C=CC=CC1)(C=1C=CC=CC1)C=1C=CC=CC1 (Pd(PPh3)4). The solvent is CN(C=O)C (N,N-dimethylformamide). Conditions: temperature 80 celsius, time 2 hour. The product is ClC1=C(C=CC=C1)N1N=C(CC1C=1C=C(C=CC1)C1=CC(=CC=C1)C(F)(F)F)C(C(F)(F)F)(F)F (1-(2-chloro-phenyl)-3-pentafluoroethyl-5-(3′-trifluoromethyl-biphenyl-3-yl)-4,5-dihydro-1H-pyrazole). Yield: 86.7%. RXN SMILES: Br[C:2]1[CH:3]=[C:4]([CH:8]2[N:12]([C:13]3[CH:18]=[CH:17][CH:16]=[CH:15][C:14]=3[Cl:19])[N:11]=[C:10]([C:20]([F:26])([F:25])[C:21]([F:24])([F:23])[F:22])[CH2:9]2)[CH:5]=[CH:6][CH:7]=1.[F:27][C:28]([F:39])([F:38])[C:29]1[CH:30]=[C:31](B(O)O)[CH:32]=[CH:33][CH:34]=1.C(=O)([O-])[O-].[Na+].[Na+]>C1C=CC([P]([Pd]([P](C2C=CC=CC=2)(C2C=CC=CC=2)C2C=CC=CC=2)([P](C2C=CC=CC=2)(C2C=CC=CC=2)C2C=CC=CC=2)[P](C2C=CC=CC=2)(C2C=CC=CC=2)C2C=CC=CC=2)(C2C=CC=CC=2)C2C=CC=CC=2)=CC=1.CN(C)C=O>[Cl:19][C:14]1[CH:15]=[CH:16][CH:17]=[CH:18][C:13]=1[N:12]1[CH:8]([C:4]2[CH:3]=[C:2]([C:33]3[CH:32]=[CH:31][CH:30]=[C:29]([C:28]([F:39])([F:38])[F:27])[CH:34]=3)[CH:7]=[CH:6][CH:5]=2)[CH2:9][C:10]([C:20]([F:26])([F:25])[C:21]([F:24])([F:22])[F:23])=[N:11]1 |f:2.3.4,^1:49,51,70,89|. Reported procedure: 5-(3-Bromo-phenyl)-1-(2-chloro-phenyl)-3-pentafluoroethyl-4,5-dihydro-1H-pyrazole (20.0 mg, 0.04 mmol) prepared in Step 1 of Preparation 6, 3-(trifluoromethyl)phenylboronic acid (17.0 mg, 0.09 mmol), Pd(PPh3)4 (2.5 mg, cat.) and a 2N sodium carbonate solution (1.0 mL) were added to N,N-dimethylformamide (2.0 mL). The reaction mixture was stirred at 80° C. for 2 hours and then filtered through celite pad. A saturated solution of ammonium chloride was added to filtrate, which was then extracted wi... The yield is 87.3%. Product: C1(=CC=CC=C1)S(=O)(=O)CCN1C2=C(C=3C=CC=CC13)CCN(CC2)C(=O)OC(C)(C)C (tert-butyl 6-[2-(phenylsulfonyl)ethyl]-1,4,5,6-tetrahydroazepino[4,5-b]indole-3(2H)-carboxylate). Reactants: [OH-].[K+] (KOH), C1CN(CCC=2NC=3C=CC=CC3C21)C(=O)OC(C)(C)C (tert-Butyl 1,4,5,6-tetrahydroazepino[4,5-b]indole-3(2H)-carboxylate), C1(=CC=CC=C1)S(=O)(=O)CCCl (2-Chloroethyl phenyl sulfone). Solvent: C(Cl)Cl (CH2Cl2). The reagents and catalysts are S(=O)(=O)(O)[O-].C(CCC)[N+](CCCC)(CCCC)CCCC (tetrabutylammonium hydrogen sulfate). As a reaction SMILES: [CH2:1]1[C:14]2[C:13]3[CH:12]=[CH:11][CH:10]=[CH:9][C:8]=3[NH:7][C:6]=2[CH2:5][CH2:4][N:3]([C:15]([O:17][C:18]([CH3:21])([CH3:20])[CH3:19])=[O:16])[CH2:2]1.[OH-].[K+].[C:24]1([S:30]([CH2:33][CH2:34]Cl)(=[O:32])=[O:31])[CH:29]=[CH:28][CH:27]=[CH:26][CH:25]=1>C(Cl)Cl.S([O-])(O)(=O)=O.C([N+](CCCC)(CCCC)CCCC)CCC>[C:24]1([S:30]([CH2:33][CH2:34][N:7]2[C:8]3[CH:9]=[CH:10][CH:11]=[CH:12][C:13]=3[C:14]3[CH2:1][CH2:2][N:3]([C:15]([O:17][C:18]([CH3:21])([CH3:20])[CH3:19])=[O:16])[CH2:4][CH2:5][C:6]2=3)(=[O:32])=[O:31])[CH:29]=[CH:28][CH:27]=[CH:26][CH:25]=1 |f:1.2,5.6|. Reported procedure: tert-Butyl 1,4,5,6-tetrahydroazepino[4,5-b]indole-3(2H)-carboxylate (0.111 g, 0.388 mmol) was dissolved in CH2Cl2 (10 mL) and this solution was added to a mixture of 50% aqueous KOH (5 mL) and tetrabutylammonium hydrogen sulfate (0.100 g). The biphasic mixture was stirred vigorously at rt. 2-Chloroethyl phenyl sulfone (0.318 g, 1.55 mmol) was added, then the reaction mixture was stirred for 4 h. The organic phase was separated and the aqueous phase was extracted with CH2Cl2. The combined organic... The reactants are ClC1=C(C=C2C(C(=CN(C2=C1)CC)C(=O)O)=O)F (7-chloro-1-ethyl-6-fluoro-1,4-dihydro-4-oxo-3-quinolinecarboxylic acid), CN(C)CC1NCCNC1 (2-dimethylaminomethylpiperazine). The solvent is N1=CC=CC=C1 (pyridine). Reaction conditions: time 18 hour. Yields the product CN(C)CC1CN(CCN1)C1=C(C=C2C(C(=CN(C2=C1)CC)C(=O)O)=O)F (7-[3-[(Dimethylamino)methyl]-1-piperazinyl]-1-ethyl-6-fluoro-1,4-dihvdro-4-oxo-3-quinolinecarboxylic acid). The yield is 15.7%. RXN SMILES: Cl[C:2]1[CH:11]=[C:10]2[C:5]([C:6](=[O:17])[C:7]([C:14]([OH:16])=[O:15])=[CH:8][N:9]2[CH2:12][CH3:13])=[CH:4][C:3]=1[F:18].[CH3:19][N:20]([CH2:22][CH:23]1[CH2:28][NH:27][CH2:26][CH2:25][NH:24]1)[CH3:21]>N1C=CC=CC=1>[CH3:19][N:20]([CH2:22][CH:23]1[NH:24][CH2:25][CH2:26][N:27]([C:2]2[CH:11]=[C:10]3[C:5]([C:6](=[O:17])[C:7]([C:14]([OH:16])=[O:15])=[CH:8][N:9]3[CH2:12][CH3:13])=[CH:4][C:3]=2[F:18])[CH2:28]1)[CH3:21]. Procedure: A mixture of 480 mg of 7-chloro-1-ethyl-6-fluoro-1,4-dihydro-4-oxo-3-quinolinecarboxylic acid, 1.0 g of 2-dimethylaminomethylpiperazine and 5 ml of pyridine in a sealed flask flushed with argon was stirred at 120°-130° C. for 18 hours. The solvent was removed in vacuo. The residue was evaporated twice from toluene, giving a gum. The gum was added to a silica gel column and flash chromatographed with methanol:chloroform (1.5:8.5 saturated with water). Fractions 61 and 62 were combined, evaporated...